Dataset: the Open Reaction Database (ORD), a public repository of structured organic reaction records. Task: describe an organic reaction: reactants, conditions, products, and yield Reactants: N1=C(NC2=C1C=CC=C2)COC2=CC(=CC=C2)OC (1-(Benzimidazol-2-ylmethoxy)-3-methoxybenzene), C(=O)([O-])[O-].[K+].[K+] (K2CO3), BrCC(=C)C (3-bromo-2-methylpropene). Run in CC#N (CH3CN). Conditions: time 8 hour. Product: CC(CN1C(=NC2=C1C=CC=C2)COC2=CC(=CC=C2)OC)=C (1-[1-(2-methylprop-2-enyl)benzimidazol-2-ylmethoxy]-3-methoxybenzene). Yield: 94.8%. RXN SMILES: [N:1]1[C:5]2[CH:6]=[CH:7][CH:8]=[CH:9][C:4]=2[NH:3][C:2]=1[CH2:10][O:11][C:12]1[CH:17]=[CH:16][CH:15]=[C:14]([O:18][CH3:19])[CH:13]=1.C([O-])([O-])=O.[K+].[K+].Br[CH2:27][C:28]([CH3:30])=[CH2:29]>CC#N>[CH3:29][C:28](=[CH2:27])[CH2:30][N:1]1[C:5]2[CH:6]=[CH:7][CH:8]=[CH:9][C:4]=2[N:3]=[C:2]1[CH2:10][O:11][C:12]1[CH:17]=[CH:16][CH:15]=[C:14]([O:18][CH3:19])[CH:13]=1 |f:1.2.3|. Reported procedure: To a solution of 51 (16.51 g, 0.065 mol) in CH3CN (150 mL) was added K2CO3 (17.94 g, 0.13 mol) followed by addition of 3-bromo-2-methylpropene (8.78 g, 0.065 mol) under Ar. The resulting mixture was stirred at rt overnight. The reaction mixture was filtered, and the filter cake was washed with CH3CN (100 mL). The filtrate was concentrated in vacuo to give an oil. The oil was chromatographed on 150 g of silica gel with 30 g of anhydrous Na2SO4 on top packed with hexanes. The column was eluted wit...